This data is from the Open Reaction Database (ORD), a public repository of structured organic reaction records. The task is: describe an organic reaction: reactants, conditions, products, and yield Starting materials: ClC1(C(C1)(C)C1=CC=C(C=C1)N)Cl (4-(2,2-dichloro-1-methyl-cyclopropyl)-phenylamine), CCC[C@](C)([C@H]1C[C@@]23C=C[C@@]1([C@H]4[C@@]25CCN(C3CC6=C5C(=C(C=C6)OC(=O)C)O4)C)OC)O.Cl (M−183). The product is ClC1(C(C1)(C)C1=CC=C(C=C1)NC(=O)C=1CCN(CC1)C1=NC=CC=C1Cl)Cl (3′-Chloro-3,6-dihydro-2H-[1,2′]bipyridinyl-4-carboxylic acid[4-(2,2-dichloro-1-methyl-cyclopropyl)-phenyl]-amide). Reaction SMILES: [Cl:1][C:2]1([Cl:13])[CH2:4][C:3]1([C:6]1[CH:11]=[CH:10][C:9]([NH2:12])=[CH:8][CH:7]=1)[CH3:5].CCC[C@@](O)([C@@H]1[C@@]2(OC)[C@@H:25]3[O:42]C4=C(OC(C)=O)C=CC5=C4[C@:26]43[CH2:27][CH2:28][N:29]([CH3:43])[CH:30](C5)[C@@:21]4(C=C2)C1)C.[ClH:47]>>[Cl:1][C:2]1([Cl:13])[CH2:4][C:3]1([C:6]1[CH:11]=[CH:10][C:9]([NH:12][C:25]([C:26]2[CH2:21][CH2:30][N:29]([C:43]3[C:6]([Cl:47])=[CH:7][CH:8]=[CH:9][N:12]=3)[CH2:28][CH:27]=2)=[O:42])=[CH:8][CH:7]=1)[CH3:5] |f:1.2|. Procedure details: The title compound was prepared using the procedure described in Example 49D using 4-(2,2-dichloro-1-methyl-cyclopropyl)-phenylamine instead of 4-tert-butylaniline. MS (DCI+) m/z 436 (M+H)+ (70%), m/z 252 (M−183)+ (100%); 1H NMR (300 MHz, DMSO-D6) δ ppm 1.61 (s, 3 H), 1.74 (d, J=7.5 Hz, 1 H), 2.14 (d, J=7.8 Hz, 1 H), 2.56 (m, 2 H), 3.45 (t, J=5.4 Hz, 2 H), 4.01 (q, J=3.0 Hz, 2 H), 6.77 (m, 1 H), 7.00 (dd, J=7.6, 4.6 Hz, 1 H), 7.27 (m, 2 H), 7.67 (m, 2 H), 7.83 (dd, J=7.6, 1.5 Hz, 1 H), 8.22 (dd,... The product is CCOP(=O)(OCC)C(NCCCCCCS(=O)c1ccccc1)P(=O)(OCC)OCC. RXN SMILES: [Cl:1][c:2]1[cH:3][cH:4][cH:5][c:6]([C:7]([O:8][OH:10])=[O:9])[cH:11]1.[Cl:43][CH2:44][Cl:45].[c:12]1([S:18][CH2:19][CH2:20][CH2:21][CH2:22][CH2:23][CH2:24][NH:25][CH:26]([P:27]([O:28][CH2:29][CH3:30])([O:31][CH2:32][CH3:33])=[O:34])[P:35]([O:36][CH2:37][CH3:38])([O:39][CH2:40][CH3:41])=[O:42])[cH:13][cH:14][cH:15][cH:16][cH:17]1>>[O:9]=[S:18]([c:12]1[cH:13][cH:14][cH:15][cH:16][cH:17]1)[CH2:19][CH2:20][CH2:21][CH2:22][CH2:23][CH2:24][NH:25][CH:26]([P:27]([O:28][CH2:29][CH3:30])([O:31][CH2:32][CH3:33])=[O:34])[P:35]([O:36][CH2:37][CH3:38])([O:39][CH2:40][CH3:41])=[O:42]. Reactants: O=C(OO)c1cccc(Cl)c1, ClCCl, CCOP(=O)(OCC)C(NCCCCCCSc1ccccc1)P(=O)(OCC)OCC. The reactants are N(=NC(=O)OCC)C(=O)OCC (diethyl azodicarboxylate), C(C)(C)(C)OC(=O)N1C(OC[C@H]1CO)(C)C ((R)-4-hydroxymethyl-2,2-dimethyl-oxazolidine-3-carboxylic acid tert-butyl ester), SC=1SC2=C(N1)C=CC=C2 (2-mercaptobenzothiazole), C1(=CC=CC=C1)P(C1=CC=CC=C1)C1=CC=CC=C1 (triphenylphosphine). Solvent: C1CCOC1 (THF), CCOC(=O)C (EtOAc). Reaction conditions: time 8 hour. Yields the product C(C)(C)(C)OC(=O)N1C(OC[C@H]1CSC=1SC2=C(N1)C=CC=C2)(C)C ((S)-4-(benzothiazol-2-ylsulfanyl-methyl)-2,2-dimethyl-oxazolidine-3-carboxylic acid tert-butyl ester). The yield is 89.4%. RXN SMILES: [C:1]([O:5][C:6]([N:8]1[C@H:12]([CH2:13]O)[CH2:11][O:10][C:9]1([CH3:16])[CH3:15])=[O:7])([CH3:4])([CH3:3])[CH3:2].[SH:17][C:18]1[S:19][C:20]2[CH:26]=[CH:25][CH:24]=[CH:23][C:21]=2[N:22]=1.C1(P(C2C=CC=CC=2)C2C=CC=CC=2)C=CC=CC=1.N(C(OCC)=O)=NC(OCC)=O>C1COCC1.CCOC(C)=O>[C:1]([O:5][C:6]([N:8]1[C@H:12]([CH2:13][S:17][C:18]2[S:19][C:20]3[CH:26]=[CH:25][CH:24]=[CH:23][C:21]=3[N:22]=2)[CH2:11][O:10][C:9]1([CH3:16])[CH3:15])=[O:7])([CH3:4])([CH3:3])[CH3:2]. Procedure: To a stirred, cooled (0° C.) solution of (R)-4-hydroxymethyl-2,2-dimethyl-oxazolidine-3-carboxylic acid tert-butyl ester (1.36 g; CAS 108149-65-1), 2-mercaptobenzothiazole (1.48 g) and triphenylphosphine (2.32 g) in THF (80 ml) under an argon atmosphere was added diethyl azodicarboxylate (4.1 ml; 40% solution in toluene). The mixture (soon turning to a yellow suspension, slowly warming up to r.t.) was stirred for 18 h overnight, then diluted with EtOAc and washed with sat. aq. Na2CO3. The aqueou... Reactants: C1(CCCCC1)C(C=1SC2=C(C1C)C=CC=C2)NC=2C=CC(=NC2)C(=O)NCCC(=O)OCC (ethyl 3-{[(5-{[cyclohexyl(3-methyl-1-benzothiophen-2-yl)methyl]amino}pyridin-2-yl)carbonyl]amino}propanoate), O1CCCC1 (tetrahydrofuran), [OH-].[Na+] (sodium hydroxide). Solvent: C(C)O (ethanol). Reaction conditions: time 5 hour. Yields the product C1(CCCCC1)C(C=1SC2=C(C1C)C=CC=C2)NC=2C=CC(=NC2)C(=O)NCCC(=O)O (3-{[(5-{[cyclohexyl(3-methyl-1-benzothiophen-2-yl)methyl]amino}pyridin-2-yl)carbonyl]amino}propanoic acid). Isolated yield 91.1%. As a reaction SMILES: [CH:1]1([CH:7]([NH:18][C:19]2[CH:20]=[CH:21][C:22]([C:25]([NH:27][CH2:28][CH2:29][C:30]([O:32]CC)=[O:31])=[O:26])=[N:23][CH:24]=2)[C:8]2[S:9][C:10]3[CH:17]=[CH:16][CH:15]=[CH:14][C:11]=3[C:12]=2[CH3:13])[CH2:6][CH2:5][CH2:4][CH2:3][CH2:2]1.O1CCCC1.[OH-].[Na+]>C(O)C>[CH:1]1([CH:7]([NH:18][C:19]2[CH:20]=[CH:21][C:22]([C:25]([NH:27][CH2:28][CH2:29][C:30]([OH:32])=[O:31])=[O:26])=[N:23][CH:24]=2)[C:8]2[S:9][C:10]3[CH:17]=[CH:16][CH:15]=[CH:14][C:11]=3[C:12]=2[CH3:13])[CH2:6][CH2:5][CH2:4][CH2:3][CH2:2]1 |f:2.3|. Reported procedure: To a mixture of ethyl 3-{[(5-{[cyclohexyl(3-methyl-1-benzothiophen-2-yl)methyl]amino}pyridin-2-yl)carbonyl]amino}propanoate (274 mg) synthesized above, tetrahydrofuran (5 mL) and ethanol (5 mL) was added 1N aqueous sodium hydroxide solution (1.00 mL), and the mixture was stirred at room temperature for 5 hr, and concentrated under reduced pressure. The residue was dissolved in water (10 mL), and 1N hydrochloric acid (1.00 mL) was added at 0° C. The resulting precipitate was collected by filtrati... Reactants: BrC=1C=C(N(C1)C1=CC=C(C=C1)C)C#N (4-bromo-1-(4-methylphenyl)pyrrole-2-carbonitrile), FC(C(=O)[O-])(F)F.[Na+] (sodium trifluoroacetate), cuprous iodide. The solvent is CN1C(CCC1)=O (N-methylpyrrolidone). Reaction conditions: temperature 200 celsius, time 11 hour. The product is CC1=CC=C(C=C1)N1C(=CC(=C1)C(F)(F)F)C#N (1-(4-methylphenyl)-4-trifluoromethylpyrrole-2-carbonitrile). The yield is 27.9%. RXN SMILES: Br[C:2]1[CH:3]=[C:4]([C:14]#[N:15])[N:5]([C:7]2[CH:12]=[CH:11][C:10]([CH3:13])=[CH:9][CH:8]=2)[CH:6]=1.[F:16][C:17]([F:22])([F:21])C([O-])=O.[Na+]>CN1CCCC1=O>[CH3:13][C:10]1[CH:11]=[CH:12][C:7]([N:5]2[CH:6]=[C:2]([C:17]([F:22])([F:21])[F:16])[CH:3]=[C:4]2[C:14]#[N:15])=[CH:8][CH:9]=1 |f:1.2|. Procedure details: A mixture of 4-bromo-1-(4-methylphenyl)pyrrole-2-carbonitrile (3.66 g), sodium trifluoroacetate (7.62 g), cuprous iodide (5.34 g) and N-methylpyrrolidone (40 ml) was stirred at 200° C. under a nitrogen atmosphere for 11 hours. The mixture was filtered. The filtrate was poured into water and extracted with ethyl acetate twice. The combined organic layer was dried over magnesium sulfate and evaporated in vacuo. The residue was purified by silica gel column chromatography to afford 1-(4-methylpheny...